Task: describe an organic reaction: reactants, conditions, products, and yield. Dataset: the Open Reaction Database (ORD), a public repository of structured organic reaction records Starting materials: NC1=CC=CC=C1 (Aniline), CC1=CC=C(C=C1)S(=O)(=O)Cl (p-toluenesulfochloride), product, C(C)O (ethanol). Solvent: [OH-].[Na+] (sodium hydroxide). Yields the product C1(=CC=C(C=C1)S(=O)(=O)NC1=CC=CC=C1)C (p-Toluenesulfonanilide). RXN SMILES: [NH2:1][C:2]1[CH:7]=[CH:6][CH:5]=[CH:4][CH:3]=1.[CH3:8][C:9]1[CH:14]=[CH:13][C:12]([S:15](Cl)(=[O:17])=[O:16])=[CH:11][CH:10]=1.C(O)C>[OH-].[Na+]>[C:9]1([CH3:8])[CH:14]=[CH:13][C:12]([S:15]([NH:1][C:2]2[CH:7]=[CH:6][CH:5]=[CH:4][CH:3]=2)(=[O:17])=[O:16])=[CH:11][CH:10]=1 |f:3.4|. Procedure details: Aniline (5 g, 54 mmol) was reacted with p-toluenesulfochloride (15 g, 78 mmol) in 10% sodium hydroxide solution under standard conditions (Vogel, Id, at p. 1275). The product (8.9 g, 36 mmol) was twice recrystallized from ethanol; the melting point was 102°-103° C., yield, 67%. Starting materials: BrC=1N=C(C(=NC1CC)N[C@H]1[C@H](CC2=CC=CC=C12)O)CC ((1R,2S)-1-[(5-bromo-3,6-diethylpyrazin-2-yl)amino]-2,3-dihydro-1H-inden-2-ol), C1(CC1)C=1C(=NC(=CN1)C)N[C@H]1[C@H](CC2=CC=CC=C12)O ((1R,2S)-1-[(3-cyclopropyl-6-methylpyrazin-2-yl)amino]-2,3-dihydro-1H-inden-2-ol). The product is BrC=1N=C(C(=NC1C)N[C@H]1[C@H](CC2=CC=CC=C12)O)C1CC1 ((1R,2S)-1-[(5-bromo-3-cyclopropyl-6-methylpyrazin-2-yl)amino]-2,3-dihydro-1H-inden-2-ol). Reaction SMILES: [Br:1][C:2]1[N:3]=[C:4]([CH2:21][CH3:22])[C:5]([NH:10][C@@H:11]2[C:19]3[C:14](=[CH:15][CH:16]=[CH:17][CH:18]=3)[CH2:13][C@@H:12]2[OH:20])=[N:6][C:7]=1[CH2:8]C.[CH:23]1(C2C(N[C@@H]3C4C(=CC=CC=4)C[C@@H]3O)=NC(C)=CN=2)CC1>>[Br:1][C:2]1[N:3]=[C:4]([CH:21]2[CH2:22][CH2:23]2)[C:5]([NH:10][C@@H:11]2[C:19]3[C:14](=[CH:15][CH:16]=[CH:17][CH:18]=3)[CH2:13][C@@H:12]2[OH:20])=[N:6][C:7]=1[CH3:8]. Reported procedure: Following the procedure for the preparation of (1R,2S)-1-[(5-bromo-3,6-diethylpyrazin-2-yl)amino]-2,3-dihydro-1H-inden-2-ol but substituting (1R,2S)-1-[(3-cyclopropyl-6-methylpyrazin-2-yl)amino]-2,3-dihydro-1H-inden-2-ol and making non-critical variations provided the title compound as a solid: 1H NMR (CDCl3) δ 0.95-1.08, 1.69-1.78, 2.49, 3.04, 3.24, 4.78, 5.39, 5.58, 7.24-7.33; MS (ESI+) for C17H18BrN3O m/z 360 (M+H)+. The reactants are ClC1=CC(=CC=C1)C(=O)OO (3-chloroperbenzoic acid), C(CCCCCCC)C=1C=CC(=NC1)C1=CC=C(C=C1)OCCCCCCCC (5-octyl-2-(4-octyloxyphenyl)pyridine), BrCCCCCCCC (1-bromooctane), C(CCCCCCC)OC1=CC=C(C=C1)[Li] (4-octyloxyphenyllithium). Run in C(Cl)Cl (methylene chloride), N1=CC=CC=C1 (pyridine), C(Cl)Cl (methylene chloride). Product: C(CCCCCCC)C=1C=CC(=[N+](C1)[O-])C1=CC=C(C=C1)OCCCCCCCC (5-octyl-2-(4-octyloxyphenyl)pyridine N-oxide). Yield: 65.2%. As a reaction SMILES: ClC1C=CC=C(C(OO)=[O:9])C=1.[CH2:12]([C:20]1[CH:21]=[CH:22][C:23]([C:26]2[CH:31]=[CH:30][C:29]([O:32][CH2:33][CH2:34][CH2:35][CH2:36][CH2:37][CH2:38][CH2:39][CH3:40])=[CH:28][CH:27]=2)=[N:24][CH:25]=1)[CH2:13][CH2:14][CH2:15][CH2:16][CH2:17][CH2:18][CH3:19].C(OC1C=CC([Li])=CC=1)CCCCCCC.BrCCCCCCCC>C(Cl)Cl.N1C=CC=CC=1>[CH2:12]([C:20]1[CH:21]=[CH:22][C:23]([C:26]2[CH:31]=[CH:30][C:29]([O:32][CH2:33][CH2:34][CH2:35][CH2:36][CH2:37][CH2:38][CH2:39][CH3:40])=[CH:28][CH:27]=2)=[N+:24]([O-:9])[CH:25]=1)[CH2:13][CH2:14][CH2:15][CH2:16][CH2:17][CH2:18][CH3:19]. Procedure: A solution of 3.03 g (12.3 mmol) of 3-chloroperbenzoic acid in 30 ml of methylene chloride is added dropwise at a temperature of 0° to 5° C. to 3.23 g (8.2 mmol) of 5-octyl-2-(4-octyloxyphenyl)pyridine (prepared, for example, analogously to C. S. Giam, J. Staut, J. Chem. Soc., Chem. Commun. 478 (1970) from pyridine, 4-octyloxyphenyllithium and 1-bromooctane) in 30 ml of methylene chloride. After a reaction time of 3 hours at room temperature, the mixture is washed once with 5% sodium carbonate a... Starting materials: O=CC=1C=CC=C(OC)C1OC. Reagents/catalysts: N1=CC=CC2=CC=CC(N)=C12, O1B(OC(C)(C)C1(C)C)B2OC(C)(C)C(O2)(C)C, O1BOC(C)(C)C1(C)C, NC(C)(C)C, C[OH2+].C[OH2+].C1CC=CCCC=C1.C1CC=CCCC=C1.[Ir].[Ir]. Run in O1CCCC1. Reaction conditions: temperature 90 celsius, time 12 hour. The product is O=CC1=C(OC)C(OC)=CC=C1B2OC(C)(C)C(O2)(C)C. The yield is 64.0%. The reactants are C1(=CC=CC=C1)C=CC(C=CC1=CC=CC=C1)=O (1,5-Diphenyl-1,4-pentadien-3-one). Reagents/catalysts: [Pd] (palladium on activated carbon). The solvent is C(C)(=O)OCC (ethyl acetate). Product: C1(=CC=CC=C1)CCC(CCC1=CC=CC=C1)=O (1,5-Diphenylpentan-3-one). Yield: 80.0%. RXN SMILES: [C:1]1([CH:7]=[CH:8][C:9](=[O:18])[CH:10]=[CH:11][C:12]2[CH:17]=[CH:16][CH:15]=[CH:14][CH:13]=2)[CH:6]=[CH:5][CH:4]=[CH:3][CH:2]=1>[Pd].C(OCC)(=O)C>[C:12]1([CH2:11][CH2:10][C:9](=[O:18])[CH2:8][CH2:7][C:1]2[CH:2]=[CH:3][CH:4]=[CH:5][CH:6]=2)[CH:17]=[CH:16][CH:15]=[CH:14][CH:13]=1. Procedure details: 1,5-Diphenyl-1,4-pentadien-3-one (20b, 1.00 g, 4.3 mmol) and palladium on activated carbon (0.25 g, 5%) were combined in ethyl acetate (50 ml). The mixture was placed under a hydrogen atmosphere (60 psi) on a Parr apparatus for 2 hr at room temperature. The resulting mixture was filtered through celite and the solvent evaporated to afford an oil. The crude oil was chromatographed on silica gel with ethyl acetate/hexane to give 0.82 g (80%) of a clear oil; 1H NMR: δ 2.76 (t, 4H, J=7.6 Hz), 2.97 (... Reactants: B, CC1CN(Cc2ccccc2)CCC1=O, CO, CC(=O)O, Nc1ccc2[nH]ncc2c1, [Na+], O=C([O-])O, c1ccncc1. The product is CC1CN(Cc2ccccc2)CCC1Nc1ccc2[nH]ncc2c1. RXN SMILES: [BH3:32].[CH2:1]([c:2]1[cH:3][cH:4][cH:5][cH:6][cH:7]1)[N:8]1[CH2:9][CH:10]([CH3:15])[C:11](=[O:14])[CH2:12][CH2:13]1.[CH3:38][OH:39].[CH3:40][C:41](=[O:42])[OH:43].[NH2:16][c:17]1[cH:18][c:19]2[cH:20][n:21][nH:22][c:23]2[cH:24][cH:25]1.[Na+:33].[OH:34][C:35](=[O:36])[O-:37].[n:26]1[cH:27][cH:28][cH:29][cH:30][cH:31]1>>[CH2:1]([c:2]1[cH:3][cH:4][cH:5][cH:6][cH:7]1)[N:8]1[CH2:9][CH:10]([CH3:15])[CH:11]([NH:16][c:17]2[cH:18][c:19]3[cH:20][n:21][nH:22][c:23]3[cH:24][cH:25]2)[CH2:12][CH2:13]1. Starting materials: C1(CC1)COC1=C(C=CC(=N1)C(=O)O)N1CC(C1)(F)F (6-cyclopropylmethoxy-5-(3,3-difluoro-azetidin-1-yl)-pyridine-2-carboxylic acid), Cl.OC1(C[C@H](NC1)C(=O)N)C ((2S)-4-Hydroxy-4-methylpyrrolidine-2-carboxamide hydrochloride). The product is C1(CC1)COC1=C(C=CC(=N1)C(=O)N1[C@@H](CC(C1)(C)O)C(=O)N)N1CC(C1)(F)F ((2S)-1-[6-(Cyclopropylmethoxy)-5-(3,3-difluoroazetidin-1-yl)pyridine-2-carbonyl]-4-hydroxy-4-methylpyrrolidine-2-carboxamide). Isolated yield 76.1%. RXN SMILES: [CH:1]1([CH2:4][O:5][C:6]2[N:11]=[C:10]([C:12]([OH:14])=O)[CH:9]=[CH:8][C:7]=2[N:15]2[CH2:18][C:17]([F:20])([F:19])[CH2:16]2)[CH2:3][CH2:2]1.Cl.[OH:22][C:23]1([CH3:31])[CH2:27][NH:26][C@H:25]([C:28]([NH2:30])=[O:29])[CH2:24]1>>[CH:1]1([CH2:4][O:5][C:6]2[N:11]=[C:10]([C:12]([N:26]3[CH2:27][C:23]([OH:22])([CH3:31])[CH2:24][C@H:25]3[C:28]([NH2:30])=[O:29])=[O:14])[CH:9]=[CH:8][C:7]=2[N:15]2[CH2:18][C:17]([F:20])([F:19])[CH2:16]2)[CH2:2][CH2:3]1 |f:1.2|. Procedure details: In analogy to the procedure described in Example 47 b), 6-cyclopropylmethoxy-5-(3,3-difluoro-azetidin-1-yl)-pyridine-2-carboxylic acid (Example 1 b, 20 mg, 70.4 μmol) was reacted with (2S)-4-hydroxy-4-methylpyrrolidine-2-carboxamide hydrochloride (Example 132 b, 15.3 mg, 84.4 μmol) to obtain the title compound (22 mg, 76%) as off-white solid; MS (EI): m/e=411.5 [MH+].